Dataset: the Open Reaction Database (ORD), a public repository of structured organic reaction records. Task: describe an organic reaction: reactants, conditions, products, and yield Reactants: Ni(dppp)2Cl2, C1=CC(=CC=C1Cl)Cl (dichlorobenzene), C(C)C(C[Mg]Br)CCCC ((2-ethylhexyl)magnesium bromide). Solvent: O (DI water). Conditions: temperature 0 celsius. The product is C(C)C(CC1=C(C=CC=C1)CC(CCCC)CC)CCCC (1,2-bis(2-ethylhexyl)benzene). Isolated yield 20.9%. Reaction SMILES: [CH:1]1[C:6](Cl)=[CH:5][CH:4]=[C:3](Cl)[CH:2]=1.[CH2:9]([CH:11]([CH2:15][CH2:16][CH2:17][CH3:18])[CH2:12][Mg]Br)[CH3:10]>O>[CH2:9]([CH:11]([CH2:15][CH2:16][CH2:17][CH3:18])[CH2:12][C:1]1[CH:2]=[CH:3][CH:4]=[CH:5][C:6]=1[CH2:12][CH:11]([CH2:9][CH3:10])[CH2:15][CH2:16][CH2:17][CH3:18])[CH3:10]. Procedure: A dry 1 L three-neck round bottom flask, equipped with a condenser and an addition funnel, was charged with Ni(dppp)2Cl2 (0.99 g, 1.83 mmol) and dichlorobenzene (26.7 g, 182 mmol). The reaction solution was cooled down to 0° C. and then (2-ethylhexyl)magnesium bromide solution (400 mmol) was added dropwise via the addition funnel under nitrogen. After addition was complete, the reaction was heated to reflux for 12 hours and then cooled down to room temperature. The reaction solution was poured i... Isolated yield 45.2%. Reported procedure: To a solution of 4-nitrobenzyl (2R,5R,6S)-6-[(1R)-1-(4-nitrobenzyloxycarbonyloxy)ethyl]-3,7-dioxo-1-azabicyclo[3.2.0]heptane-2-carboxylate (1.2 g) in dry dichloromethane (40 ml) were added N,N-diisopropyl-N-ethylamine (0.44 ml) and trifluoromethanesulfonic anhydride (0.40 ml) at -40° C., and the solution was stirred at the same temperature for 15 minutes. To this solution were added N,N-diisopropyl-N-ethylamine (0.63 ml) and a solution of (2S,4S)-4-mercapto-1-(4-nitrobenzyloxycarbonyl)-2-(pyridi... Conditions: time 15 minute. RXN SMILES: [N+:1]([C:4]1[CH:38]=[CH:37][C:7]([CH2:8][O:9][C:10]([O:12][C@@H:13]([C@H:15]2[C:21](=[O:22])[N:20]3[C@@H:16]2[CH2:17][C:18](=O)[C@@H:19]3[C:23]([O:25][CH2:26][C:27]2[CH:32]=[CH:31][C:30]([N+:33]([O-:35])=[O:34])=[CH:29][CH:28]=2)=[O:24])[CH3:14])=[O:11])=[CH:6][CH:5]=1)([O-:3])=[O:2].C(N(C(C)C)CC)(C)C.FC(F)(F)S(OS(C(F)(F)F)(=O)=O)(=O)=O.[SH:63][C@@H:64]1[CH2:68][N:67]([C:69]([O:71][CH2:72][C:73]2[CH:78]=[CH:77][C:76]([N+:79]([O-:81])=[O:80])=[CH:75][CH:74]=2)=[O:70])[C@H:66]([CH2:82][S:83][C:84]2[CH:89]=[CH:88][N:87]=[CH:86][CH:85]=2)[CH2:65]1>ClCCl>[N+:79]([C:76]1[CH:75]=[CH:74][C:73]([CH2:72][O:71][C:69]([N:67]2[CH2:68][C@@H:64]([S:63][C:18]3[CH2:17][C@H:16]4[N:20]([C:21](=[O:22])[C@@H:15]4[C@H:13]([O:12][C:10]([O:9][CH2:8][C:7]4[CH:6]=[CH:5][C:4]([N+:1]([O-:3])=[O:2])=[CH:38][CH:37]=4)=[O:11])[CH3:14])[C:19]=3[C:23]([O:25][CH2:26][C:27]3[CH:28]=[CH:29][C:30]([N+:33]([O-:35])=[O:34])=[CH:31][CH:32]=3)=[O:24])[CH2:65][C@H:66]2[CH2:82][S:83][C:84]2[CH:89]=[CH:88][N:87]=[CH:86][CH:85]=2)=[O:70])=[CH:78][CH:77]=1)([O-:81])=[O:80]. Solvent: ClCCl (dichloromethane), ClCCl (dichloromethane). The product is [N+](=O)([O-])C1=CC=C(COC(=O)N2[C@@H](C[C@@H](C2)SC2=C(N3C([C@@H]([C@H]3C2)[C@@H](C)OC(=O)OCC2=CC=C(C=C2)[N+](=O)[O-])=O)C(=O)OCC2=CC=C(C=C2)[N+](=O)[O-])CSC2=CC=NC=C2)C=C1 (4-nitrobenzyl (5R,6S)-3-[(2S,4S)-1-(4-nitrobenzyloxycarbonyl)-2-(pyridin-4-ylthiomethyl)pyrrolidin-4-ylthio]-6-[(1R)-1-(4-nitrobenzyloxycarbonyloxy)ethyl]-7-oxo-1-azabicyclo[3.2.0]hept-2-ene-2-carboxylate). Starting materials: [N+](=O)([O-])C1=CC=C(COC(=O)O[C@H](C)[C@@H]2[C@H]3CC([C@@H](N3C2=O)C(=O)OCC2=CC=C(C=C2)[N+](=O)[O-])=O)C=C1 (4-nitrobenzyl (2R,5R,6S)-6-[(1R)-1-(4-nitrobenzyloxycarbonyloxy)ethyl]-3,7-dioxo-1-azabicyclo[3.2.0]heptane-2-carboxylate), C(C)(C)N(CC)C(C)C (N,N-diisopropyl-N-ethylamine), FC(S(=O)(=O)OS(=O)(=O)C(F)(F)F)(F)F (trifluoromethanesulfonic anhydride), C(C)(C)N(CC)C(C)C (N,N-diisopropyl-N-ethylamine), S[C@H]1C[C@H](N(C1)C(=O)OCC1=CC=C(C=C1)[N+](=O)[O-])CSC1=CC=NC=C1 ((2S,4S)-4-mercapto-1-(4-nitrobenzyloxycarbonyl)-2-(pyridin-4-ylthiomethyl)pyrrolidine). RXN SMILES: [CH3:1][c:2]1[c:3]([CH2:13][c:14]2[o:15][c:16]3[c:17]([cH:18]2)[cH:19][c:20]([CH:23]=[C:24]([C:25]#[N:26])[O:27][CH3:28])[cH:21][cH:22]3)[n:4][c:5](-[c:7]2[cH:8][cH:9][cH:10][cH:11][cH:12]2)[o:6]1.[CH3:30][OH:31].[ClH:29].[Na+:33].[OH-:32]>>[CH3:1][c:2]1[c:3]([CH2:13][c:14]2[o:15][c:16]3[c:17]([cH:18]2)[cH:19][c:20]([CH:23]=[C:24]([C:25]([NH2:26])=[O:31])[O:27][CH3:28])[cH:21][cH:22]3)[n:4][c:5](-[c:7]2[cH:8][cH:9][cH:10][cH:11][cH:12]2)[o:6]1. Starting materials: COC(C#N)=Cc1ccc2oc(Cc3nc(-c4ccccc4)oc3C)cc2c1, CO, Cl, [Na+], [OH-]. The product is COC(=Cc1ccc2oc(Cc3nc(-c4ccccc4)oc3C)cc2c1)C(N)=O.